From a dataset of the Open Reaction Database (ORD), a public repository of structured organic reaction records. describe an organic reaction: reactants, conditions, products, and yield The reactants are C([O-])([O-])=O (carbonate), C(C(=O)O)(=O)O (oxalic acid). Run in C(C)(=O)OCC (ethyl acetate), C(C)(=O)OCC (ethyl acetate). The product is C(C(=O)O)(=O)O.C(O)(O)=O (carbonate oxalate). Reaction SMILES: [C:1](=[O:4])([O-:3])[O-:2].[C:5]([OH:10])(=[O:9])[C:6]([OH:8])=[O:7]>C(OCC)(=O)C>[C:5]([OH:10])(=[O:9])[C:6]([OH:8])=[O:7].[C:1](=[O:2])([OH:4])[OH:3] |f:3.4|. Procedure details: In 7 mL of ethyl acetate was dissolved 0.31 g of 1-{3-[2-(1-benzothiophen-5-yl)ethoxy]propyl}-3-azetidinyl=methyl=carbonate, and to the solution was added a solution of 0.10 g of oxalic acid in 1 mL of ethyl acetate, after which the resulting mixture was stirred at room temperature. The crystals precipitated were collected by filtration to obtain 0.34 g of 1-{3-[2-(1-benzothiophen-5-yl)ethoxy]propyl}-3-azetidinyl=methyl=carbonate oxalate. Starting materials: O=C(Cl)c1cnn(-c2ccc([N+](=O)[O-])cc2)c1C(F)(F)F, CC(C)C(=O)Nc1cccc(C2CCN(CCC(N)c3ccccc3)CC2)c1. The product is CC(C)C(=O)Nc1cccc(C2CCN(CCC(NC(=O)c3cnn(-c4ccc([N+](=O)[O-])cc4)c3C(F)(F)F)c3ccccc3)CC2)c1. As a reaction SMILES: [N+:29](=[O:30])([O-:31])[c:32]1[cH:33][cH:34][c:35](-[n:38]2[n:39][cH:40][c:41]([C:47](=[O:48])[Cl:49])[c:42]2[C:43]([F:44])([F:45])[F:46])[cH:36][cH:37]1.[NH2:1][CH:2]([CH2:3][CH2:4][N:5]1[CH2:6][CH2:7][CH:8]([c:11]2[cH:12][c:13]([NH:17][C:18]([CH:19]([CH3:20])[CH3:21])=[O:22])[cH:14][cH:15][cH:16]2)[CH2:9][CH2:10]1)[c:23]1[cH:24][cH:25][cH:26][cH:27][cH:28]1>>[NH:1]([CH:2]([CH2:3][CH2:4][N:5]1[CH2:6][CH2:7][CH:8]([c:11]2[cH:12][c:13]([NH:17][C:18]([CH:19]([CH3:20])[CH3:21])=[O:22])[cH:14][cH:15][cH:16]2)[CH2:9][CH2:10]1)[c:23]1[cH:24][cH:25][cH:26][cH:27][cH:28]1)[C:47]([c:41]1[cH:40][n:39][n:38](-[c:35]2[cH:34][cH:33][c:32]([N+:29](=[O:30])[O-:31])[cH:37][cH:36]2)[c:42]1[C:43]([F:44])([F:45])[F:46])=[O:48]. Starting materials: C1(CCC1)COC1=C2C=C(NC2=CC=C1)C(=O)O (4-Cyclobutylmethoxy-1H-indole-2-carboxylic acid), O=C1CCCC2=C1C(=CO2)CO (4-oxo-4,5,6,7-tetrahydro-benzofuran-3-ylmethanol), C(C)OC(=O)C=1NC2=CC=CC(=C2C1)O (4-hydroxy-1H-indole-2-carboxylic acid ethyl ester). Product: O=C1CCCC2=C1C(=CO2)COC2=C1C=C(NC1=CC=C2)C(=O)O (4-(4-Oxo-4,5,6,7-tetrahydro-benzofuran-3-ylmethoxy)-1H-indole-2-carboxylic acid). RXN SMILES: C1(CO[C:7]2[CH:15]=[CH:14][CH:13]=[C:12]3[C:8]=2[CH:9]=[C:10]([C:16]([OH:18])=[O:17])[NH:11]3)CCC1.[O:19]=[C:20]1[C:25]2[C:26]([CH2:29][OH:30])=[CH:27][O:28][C:24]=2[CH2:23][CH2:22][CH2:21]1.C(OC(C1NC2C(C=1)=C(O)C=CC=2)=O)C>>[O:19]=[C:20]1[C:25]2[C:26]([CH2:29][O:30][C:7]3[CH:15]=[CH:14][CH:13]=[C:12]4[C:8]=3[CH:9]=[C:10]([C:16]([OH:18])=[O:17])[NH:11]4)=[CH:27][O:28][C:24]=2[CH2:23][CH2:22][CH2:21]1. Reported procedure: 4-(4-Oxo-4,5,6,7-tetrahydro-benzofuran-3-ylmethoxy)-1H-indole-2-carboxylic acid (16f) is synthesized analogous to 16a from 4-oxo-4,5,6,7-tetrahydro-benzofuran-3-ylmethanol and 4-hydroxy-1H-indole-2-carboxylic acid ethyl ester. RXN SMILES: [C:1]([C:9]1[CH:10]=[N:11][C:12]([N:15]2[CH2:20][CH2:19][N:18]([C:21]([O:23][C:24]([CH3:27])([CH3:26])[CH3:25])=[O:22])[CH2:17][CH2:16]2)=[N:13][CH:14]=1)(=O)[C:2]1[CH:7]=[CH:6][CH:5]=[CH:4][CH:3]=1.[CH2:28]1COCC1>>[C:2]1([C:1]([C:9]2[CH:10]=[N:11][C:12]([N:15]3[CH2:20][CH2:19][N:18]([C:21]([O:23][C:24]([CH3:27])([CH3:26])[CH3:25])=[O:22])[CH2:17][CH2:16]3)=[N:13][CH:14]=2)=[CH2:28])[CH:7]=[CH:6][CH:5]=[CH:4][CH:3]=1. Product: C1(=CC=CC=C1)C(=C)C=1C=NC(=NC1)N1CCN(CC1)C(=O)OC(C)(C)C (tert-butyl 4-(5-(1-phenylvinyl)pyrimidin-2-yl)piperazine-1-carboxylate). Reactants: C(C1=CC=CC=C1)(=O)C=1C=NC(=NC1)N1CCN(CC1)C(=O)OC(C)(C)C (tert-butyl 4-(5-benzoylpyrimidin-2-yl)piperazine-1-carboxylate), C1CCOC1 (THF). Conditions: time 2 hour. Procedure: The above solution was added to a solution of tert-butyl 4-(5-benzoylpyrimidin-2-yl)piperazine-1-carboxylate (1 g, 2.7 mmol) in dry THF (20 mL) at 0° C., and the reaction solution was stirred at room temperature for 2 h. The reaction was quenched by water (20 mL) and extracted with ethyl acetate (200 mL). The organic layer was separated, dried over sodium sulfate, filtered and concentrated. The residue was purified by silica gel chromatography eluting with petroleum ether:ethyl acetate 10:1 to g... Isolated yield 89.0%. Reactants: ClC1=C(C=O)C=CC=C1 (2-chlorobenzaldehyde), FC1=C(C=CC=C1)S (2-fluorothiophenol), [OH-].[Na+] (sodium hydroxide). Solvent: O (water), CN(P(=O)(N(C)C)N(C)C)C (hexamethylphosphoramide), O (water). Product: FC1=C(C=CC=C1)SC1=C(C=O)C=CC=C1 (2-(2-fluorophenylthio)benzaldehyde). Isolated yield 76.8%. RXN SMILES: [F:1][C:2]1[CH:7]=[CH:6][CH:5]=[CH:4][C:3]=1[SH:8].[OH-].[Na+].Cl[C:12]1[CH:19]=[CH:18][CH:17]=[CH:16][C:13]=1[CH:14]=[O:15]>CN(C)P(N(C)C)(N(C)C)=O.O>[F:1][C:2]1[CH:7]=[CH:6][CH:5]=[CH:4][C:3]=1[S:8][C:12]1[CH:19]=[CH:18][CH:17]=[CH:16][C:13]=1[CH:14]=[O:15] |f:1.2|. Reported procedure: A solution of 43.8 g 2-fluorothiophenol (I. Cervena et al., Collect. Czech. Chem. Commun. 44, 2139, 1979) in 85 ml of hexamethylphosphoramide is treated in a nitrogen atmosphere first with a solution of 13.6 g sodium hydroxide in 26 ml of water and then with 45.0 g of 2-chlorobenzaldehyde. Then the mixture is heated for 3.5 hours to 100° C. It is next poured into 500 ml of water and the product extracted with benzene. The extract is dried with magnesium sulfate and evaporated. The residue crysta... The reactants are ClC1=NC=CC(=N1)CC(=O)C=1C(=C(C=CC1)NS(=O)(=O)C1=C(C=CC=C1F)F)F (N-{3-[(2-chloro-4-pyrimidinyl)acetyl]-2-fluorophenyl}-2,6-difluorobenzenesulfonamide), C1CC(=O)N(C1=O)Br (NBS), CC(C(N)=S)(C)C (2,2-dimethylpropanethioamide). The solvent is CC(=O)N(C)C (DMA), O (water). Reaction conditions: time 15 minute. Product: ClC1=NC=CC(=N1)C1=C(N=C(S1)C(C)(C)C)C=1C(=C(C=CC1)NS(=O)(=O)C1=C(C=CC=C1F)F)F (N-{3-[5-(2-Chloro-4-pyrimidinyl)-2-(1,1-dimethylethyl)-1,3-thiazol-4-yl]-2-fluorophenyl}-2,6-difluorobenzenesulfonamide). RXN SMILES: [Cl:1][C:2]1[N:7]=[C:6]([CH2:8][C:9]([C:11]2[C:12]([F:29])=[C:13]([NH:17][S:18]([C:21]3[C:26]([F:27])=[CH:25][CH:24]=[CH:23][C:22]=3[F:28])(=[O:20])=[O:19])[CH:14]=[CH:15][CH:16]=2)=O)[CH:5]=[CH:4][N:3]=1.C1C(=O)N(Br)C(=O)C1.[CH3:38][C:39]([CH3:44])([CH3:43])[C:40](=[S:42])[NH2:41]>CC(N(C)C)=O.O>[Cl:1][C:2]1[N:7]=[C:6]([C:8]2[S:42][C:40]([C:39]([CH3:44])([CH3:43])[CH3:38])=[N:41][C:9]=2[C:11]2[C:12]([F:29])=[C:13]([NH:17][S:18]([C:21]3[C:26]([F:27])=[CH:25][CH:24]=[CH:23][C:22]=3[F:28])(=[O:20])=[O:19])[CH:14]=[CH:15][CH:16]=2)[CH:5]=[CH:4][N:3]=1. Reported procedure: To a solution of N-{3-[(2-chloro-4-pyrimidinyl)acetyl]-2-fluorophenyl}-2,6-difluorobenzenesulfonamide (2.0 g, 4.53 mmol) in 40 mL DMA, 1.0 eq. NBS (0.806 g, 4.53 mmol) was added and the solution was allowed to stir 15 min at rt. 2,2-dimethylpropanethioamide (0.531 g, 4.53 mmol) was then added at rt. The reaction was heated to 60° C. for 2 hours. The reaction was not complete by LC-MS. The reaction mixture was then heated to 80° C. for an additional hour. The reaction mixture was diluted with wat... The reactants are IC1=NN(C2=CC=CC(=C12)[N+](=O)[O-])CC=1C(N(C=CC1)C)=O (3-((3-Iodo-4-nitro-1H-indazol-1-yl)methyl)-1-methylpyridin-2(1H)-one), [NH4+].[Cl-] (NH4Cl). The reagents and catalysts are [Zn] (Zinc). Run in CO (MeOH), CO (MeOH). Run at temperature 0 celsius, time 90 minute. Product: NC1=C2C=NN(C2=CC=C1)CC=1C(N(C=CC1)C)=O (3-((4-amino-1H-indazol-1-yl)methyl)-1-methylpyridin-2(1H)-one). Yield: 74.9%. Reaction SMILES: I[C:2]1[C:10]2[C:5](=[CH:6][CH:7]=[CH:8][C:9]=2[N+:11]([O-])=O)[N:4]([CH2:14][C:15]2[C:16](=[O:22])[N:17]([CH3:21])[CH:18]=[CH:19][CH:20]=2)[N:3]=1.[NH4+].[Cl-]>CO.[Zn]>[NH2:11][C:9]1[CH:8]=[CH:7][CH:6]=[C:5]2[C:10]=1[CH:2]=[N:3][N:4]2[CH2:14][C:15]1[C:16](=[O:22])[N:17]([CH3:21])[CH:18]=[CH:19][CH:20]=1 |f:1.2|. Procedure: 3-((3-Iodo-4-nitro-1H-indazol-1-yl)methyl)-1-methylpyridin-2(1H)-one (0.26 g, 0.63 mmol) was added to MeOH (6 mL) and cooled to 0° C. Zinc (0.21 g, 3.2 mmol) was added to the reaction mixture. Saturated aqueous NH4Cl (6 mL) was added drop-wise and the reaction mixture was stirred for 90 minutes at ambient temperature. The reaction was diluted with MeOH (50 mL), stirred for 5 minutes and filtered. The filtrate was diluted with saturated NH4OAc and the MeOH was removed under vacuum. The aqueous mi... Reactants: CC(C)(C)N(C(=O)[O-])c1cnc(Nc2cccc(Cl)c2)nc1C(F)(F)F, C1COCCO1, Cl, C1COCCO1. Product: Nc1cnc(Nc2cccc(Cl)c2)nc1C(F)(F)F. RXN SMILES: [C:1]([N:5]([C:2](=[O:3])[O-:4])[c:9]1[c:10]([C:23]([F:24])([F:25])[F:26])[n:11][c:12]([NH:15][c:16]2[cH:17][c:18]([Cl:22])[cH:19][cH:20][cH:21]2)[n:13][cH:14]1)([CH3:6])([CH3:7])[CH3:8].[CH2:34]1[O:35][CH2:36][CH2:37][O:38][CH2:39]1.[ClH:33].[O:27]1[CH2:28][CH2:29][O:30][CH2:31][CH2:32]1>>[NH2:5][c:9]1[c:10]([C:23]([F:24])([F:25])[F:26])[n:11][c:12]([NH:15][c:16]2[cH:17][c:18]([Cl:22])[cH:19][cH:20][cH:21]2)[n:13][cH:14]1.